From a dataset of the Open Reaction Database (ORD), a public repository of structured organic reaction records. describe an organic reaction: reactants, conditions, products, and yield Starting materials: OC=1C=CC2=C(C(C=3NC4=CC(=CC=C4C3C2=O)C#N)(C)C)C1 (8-Hydroxy-6,6-dimethyl-11-oxo-6,11-dihydro-5H-benzo[b]carbazole-3-carbonitrile), C(C)(C)(C)OC(NCCO)=O ((2-hydroxy-ethyl)-carbamic acid tert-butyl ester). Product: C(C)(C)(C)OC(NCCOC=1C=CC2=C(C(C=3NC4=CC(=CC=C4C3C2=O)C#N)(C)C)C1)=O ([2-(3-Cyano-6,6-dimethyl-11-oxo-6,11-dihydro-5H-benzo[b]carbazol-8-yloxy)-ethyl]-carbamic acid tert-butyl ester). RXN SMILES: [OH:1][C:2]1[CH:3]=[CH:4][C:5]2[C:17](=[O:18])[C:16]3[C:15]4[C:10](=[CH:11][C:12]([C:19]#[N:20])=[CH:13][CH:14]=4)[NH:9][C:8]=3[C:7]([CH3:22])([CH3:21])[C:6]=2[CH:23]=1.[C:24]([O:28][C:29](=[O:34])[NH:30][CH2:31][CH2:32]O)([CH3:27])([CH3:26])[CH3:25]>>[C:24]([O:28][C:29](=[O:34])[NH:30][CH2:31][CH2:32][O:1][C:2]1[CH:3]=[CH:4][C:5]2[C:17](=[O:18])[C:16]3[C:15]4[C:10](=[CH:11][C:12]([C:19]#[N:20])=[CH:13][CH:14]=4)[NH:9][C:8]=3[C:7]([CH3:21])([CH3:22])[C:6]=2[CH:23]=1)([CH3:27])([CH3:26])[CH3:25]. Reported procedure: Under the same conditions as the method for synthesizing Compound A7-1, the title compound was prepared from Compound A6 and (2-hydroxy-ethyl)-carbamic acid tert-butyl ester. Starting materials: OC1=CC=C(C=C1)CC1=CC=C(C#N)C=C1 (4-[(4-Hydroxyphenyl)methyl]benzonitrile), C([O-])([O-])=O.[Cs+].[Cs+] (cesium carbonate), C(C1=CC=CC=C1)Br (benzyl bromide). Solvent: CN(C=O)C (dimethylformamide). Run at time 18 hour. Yields the product C1(=CC=CC=C1)COC1=CC=C(C=C1)CC1=CC=C(C#N)C=C1 (4-{[4-(Phenylmethyloxy)phenyl]-methyl}benzonitrile). Reaction SMILES: [OH:1][C:2]1[CH:7]=[CH:6][C:5]([CH2:8][C:9]2[CH:16]=[CH:15][C:12]([C:13]#[N:14])=[CH:11][CH:10]=2)=[CH:4][CH:3]=1.C(=O)([O-])[O-].[Cs+].[Cs+].[CH2:23](Br)[C:24]1[CH:29]=[CH:28][CH:27]=[CH:26][CH:25]=1>CN(C)C=O>[C:24]1([CH2:23][O:1][C:2]2[CH:3]=[CH:4][C:5]([CH2:8][C:9]3[CH:10]=[CH:11][C:12]([C:13]#[N:14])=[CH:15][CH:16]=3)=[CH:6][CH:7]=2)[CH:29]=[CH:28][CH:27]=[CH:26][CH:25]=1 |f:1.2.3|. Procedure details: To a mixture of 26-4 (0.105 g, 0.50 mmol) and cesium carbonate (0.326 g, 1.0 mmol) in dimethylformamide (1 ml) under nitrogen was added benzyl bromide (0.071 ml, 0.60 mmol). The mixture was stirred 18 h at ambient temperature. The resulting mixture was evaporated under reduced pressure. To the residue was added saturated sodium bicarbonate solution (15 ml), and the aqueous mixture was extracted with methylene chloride (2×30 ml). The organic fraction was washed with brine (10 ml), dried (sodium s...